describe an organic reaction: reactants, conditions, products, and yield From a dataset of the Open Reaction Database (ORD), a public repository of structured organic reaction records. Starting materials: [BH4-], CCCc1c(Cc2ccc(-c3ccccc3C#N)cc2)c(=O)n(-c2ccc(OC(C)(C)C(=O)OC)cc2)c2ncnn12, CCOC(C)=O, [Cl-], [Li+], [NH4+], C1CCOC1. The product is CCCc1c(Cc2ccc(-c3ccccc3C#N)cc2)c(=O)n(-c2ccc(OC(C)(C)CO)cc2)c2ncnn12. As a reaction SMILES: [BH4-:43].[C:1](#[N:2])[c:3]1[c:4](-[c:9]2[cH:10][cH:11][c:12]([CH2:15][c:16]3[c:17](=[O:42])[n:18](-[c:28]4[cH:29][cH:30][c:31]([O:32][C:33]([C:34](=[O:35])[O:36][CH3:37])([CH3:38])[CH3:39])[cH:40][cH:41]4)[c:19]4[n:20]([c:21]3[CH2:22][CH2:23][CH3:24])[n:25][cH:26][n:27]4)[cH:13][cH:14]2)[cH:5][cH:6][cH:7][cH:8]1.[CH3:45][CH2:46][O:47][C:48](=[O:49])[CH3:50].[Cl-:51].[Li+:44].[NH4+:52].[O:53]1[CH2:54][CH2:55][CH2:56][CH2:57]1>>[C:1](#[N:2])[c:3]1[c:4](-[c:9]2[cH:10][cH:11][c:12]([CH2:15][c:16]3[c:17](=[O:42])[n:18](-[c:28]4[cH:29][cH:30][c:31]([O:32][C:33]([CH2:34][OH:35])([CH3:38])[CH3:39])[cH:40][cH:41]4)[c:19]4[n:20]([c:21]3[CH2:22][CH2:23][CH3:24])[n:25][cH:26][n:27]4)[cH:13][cH:14]2)[cH:5][cH:6][cH:7][cH:8]1. Reactants: C1(=CC=CC=C1)C(C1=NNNN1CCCCCCCCC(=O)OC)C1=CC=CC=C1 (methyl 5-(diphenylmethyl)-2H-tetrazole-1-nonanoate), [OH-].[Na+] (NaOH). The solvent is CO (methanol). Conditions: time 20 minute. Yields the product C1(=CC=CC=C1)C(C1=NNNN1CCCCCCCCC(=O)O)C1=CC=CC=C1 (5-(diphenylmethyl)-2H-tetrazole-1-nonanoic acid). Yield: 92.9%. As a reaction SMILES: [C:1]1([CH:7]([C:25]2[CH:30]=[CH:29][CH:28]=[CH:27][CH:26]=2)[C:8]2[N:12]([CH2:13][CH2:14][CH2:15][CH2:16][CH2:17][CH2:18][CH2:19][CH2:20][C:21]([O:23]C)=[O:22])[NH:11][NH:10][N:9]=2)[CH:6]=[CH:5][CH:4]=[CH:3][CH:2]=1.[OH-].[Na+]>CO>[C:1]1([CH:7]([C:25]2[CH:26]=[CH:27][CH:28]=[CH:29][CH:30]=2)[C:8]2[N:12]([CH2:13][CH2:14][CH2:15][CH2:16][CH2:17][CH2:18][CH2:19][CH2:20][C:21]([OH:23])=[O:22])[NH:11][NH:10][N:9]=2)[CH:6]=[CH:5][CH:4]=[CH:3][CH:2]=1 |f:1.2|. Procedure: A mixture of methyl 5-(diphenylmethyl)-2H-tetrazole-1-nonanoate (5.00 g, 12 mmol), 5N NaOH solution (7.40 mL, 36 mmol) and methanol (100 mL) was heated to reflux on a steam bath. After 20 minutes, the mixture was concentrated, diluted with water and 2N HCl solution and a white solid collected by filtration. Recrystallization from a mixture of CH2Cl2 and hexanes gave 5-(diphenylmethyl)-2H-tetrazole-1-nonanoic acid (4.40 g, 90%), mp 68°-70° C. Reactants: CN(C)C=O, FC(F)(F)c1cc2cc[nH]c2cc1Cl, [Na+], [OH-], O, O=P(Cl)(Cl)Cl. Product: O=Cc1c[nH]c2cc(Cl)c(C(F)(F)F)cc12. As a reaction SMILES: [CH3:23][N:24]([CH:25]=[O:26])[CH3:27].[Cl:6][c:7]1[c:8]([C:16]([F:17])([F:18])[F:19])[cH:9][c:10]2[cH:11][cH:12][nH:13][c:14]2[cH:15]1.[Na+:22].[OH-:21].[OH2:20].[P:1]([Cl:2])([Cl:3])([Cl:4])=[O:5]>>[Cl:6][c:7]1[c:8]([C:16]([F:17])([F:18])[F:19])[cH:9][c:10]2[c:11]([CH:25]=[O:26])[cH:12][nH:13][c:14]2[cH:15]1. Reactants: starting material, ClC=1C=C(C(=O)O)C=C(C1C)Cl (3,5-dichloro-4-methylbenzoic acid), C(C1=CC=CC=C1)(=O)OOC(C1=CC=CC=C1)=O (benzoyl peroxide), BrN1C(CCC1=O)=O (N-bromosuccinimide). The solvent is C(Cl)(Cl)(Cl)Cl (CCl4). Product: BrCC1=C(C=C(C(=O)O)C=C1Cl)Cl (4-bromomethyl-3,5-dichlorobenzoic acid). Isolated yield 94.0%. RXN SMILES: [Cl:1][C:2]1[CH:3]=[C:4]([CH:8]=[C:9]([Cl:12])[C:10]=1[CH3:11])[C:5]([OH:7])=[O:6].C(OOC(=O)C1C=CC=CC=1)(=O)C1C=CC=CC=1.[Br:31]N1C(=O)CCC1=O>C(Cl)(Cl)(Cl)Cl>[Br:31][CH2:11][C:10]1[C:2]([Cl:1])=[CH:3][C:4]([C:5]([OH:7])=[O:6])=[CH:8][C:9]=1[Cl:12]. Reported procedure: 99 g (0.48 mole) of the previously prepared 3,5-dichloro-4-methylbenzoic acid and 0.5 g (0.002 mole) of benzoyl peroxide were dissolved in 800 ml of CCl4 and refluxed for 2 hours using a Dean Stark apparatus to remove moisture. The heating was continued at gentle reflux and 94 g (0.53 mole) of N-bromosuccinimide were added in 10×9.4 g portions at 10-15 min intervals with stirring. When addition was completed, the reaction mixture was refluxed for 30 minutes longer. At the end of this time analys... Starting materials: ClC(C(C(C(=O)OC)=NO)=O)F (methyl 4-chloro-4-fluoro-2-(hydroxyimino)-3-oxobutyrate), NC(=S)N (thiourea), C(C)(=O)OCC (ethyl acetate), C(O)([O-])=O.[Na+] (sodium hydrogencarbonate). Run in CN(C(C)=O)C (N,N-dimethylacetamide), O (water). Reaction conditions: temperature 300 celsius, time 12 hour. Yields the product NC=1SC(=C(N1)/C(/C(=O)OC)=N/O)F (methyl 2-(2-amino-5-fluorothiazol-4-yl)-2-(Z)-(hydroxyimino)acetate). Yield: 25.1%. As a reaction SMILES: Cl[CH:2]([F:12])[C:3](=O)[C:4](=[N:9][OH:10])[C:5]([O:7][CH3:8])=[O:6].[NH2:13][C:14]([NH2:16])=[S:15].C(OCC)(=O)C.C(=O)([O-])O.[Na+]>CN(C)C(=O)C.O>[NH2:16][C:14]1[S:15][C:2]([F:12])=[C:3](/[C:4](=[N:9]/[OH:10])/[C:5]([O:7][CH3:8])=[O:6])[N:13]=1 |f:3.4|. Reported procedure: To a solution of methyl 4-chloro-4-fluoro-2-(hydroxyimino)-3-oxobutyrate (7.8 g) in N,N-dimethylacetamide (80 ml) was added thiourea (15 g) under stirring at 300° C. and then the stirring was continued for 12 hours at the same temperature. The resulting solution was powered into a mixture of ethyl acetate (300 ml) and water (400 ml), and adjusted to pH 3.0 with saturated aqueous sodium hydrogencarbonate. The separated organic phase was washed with water (400 ml), and brine (400 ml), and dried wi...